Dataset: the Open Reaction Database (ORD), a public repository of structured organic reaction records. Task: describe an organic reaction: reactants, conditions, products, and yield Starting materials: C1(CCC(=O)O1)=O (Succinic anhydride), 4-N,N,-dimethylaminopyridine, O1NC(=NC1=O)C1=CC=C(N)C=C1 (4-(1,2,4-Oxadiazol-5-onyl)-aniline). Solvent: N1=CC=CC=C1 (pyridine). Run at temperature 100 celsius, time 8 hour. Yields the product O1NC(=NC1=O)C1=CC=C(C=C1)NC(CCC(=O)O)=O (N-[4-(1,2,4-Oxadiazol-5-onyl)-phenyl]-succinamic acid). As a reaction SMILES: [O:1]1[C:5](=[O:6])[N:4]=[C:3]([C:7]2[CH:13]=[CH:12][C:10]([NH2:11])=[CH:9][CH:8]=2)[NH:2]1.[C:14]1(=[O:20])[O:19][C:17](=[O:18])[CH2:16][CH2:15]1>N1C=CC=CC=1>[O:1]1[C:5](=[O:6])[N:4]=[C:3]([C:7]2[CH:13]=[CH:12][C:10]([NH:11][C:14](=[O:20])[CH2:15][CH2:16][C:17]([OH:19])=[O:18])=[CH:9][CH:8]=2)[NH:2]1. Procedure details: Aniline derivative 16 (0.89 g, 5.0 mmol) was dissolved in pyridine (25 mL). Succinic anhydride (0.75 g, 7.5 mmol) was added together with 4-N,N,-dimethylaminopyridine (63 mg, 0.5 mmol) and the mixture was stirred overnight at 100° C. The solution was concentrated under reduced pressure and the pale brown solid was recrystallized from a mixture of EtOH/MeOH/H2O (60 mL, 5/35/1, v/v/v). After filtration, the mother liquid was concentrated to ˜10 mL to give carboxylic acid 17 as a solid which was dr... Reactants: CCO, CCOC(=O)C(Cl)Cc1ccc(OCC(C)(C)c2ccccc2)cc1, [Na+], [OH-], O. Yields the product CC(C)(COc1ccc(CC(Cl)C(=O)[O-])cc1)c1ccccc1, [Na+]. Reaction SMILES: [CH3:28][CH2:29][OH:30].[Cl:1][CH:2]([C:3](=[O:4])[O:5][CH2:6][CH3:7])[CH2:8][c:9]1[cH:10][cH:11][c:12]([O:15][CH2:16][C:17]([c:18]2[cH:19][cH:20][cH:21][cH:22][cH:23]2)([CH3:24])[CH3:25])[cH:13][cH:14]1.[Na+:27].[OH-:26].[OH2:31]>>[Cl:1][CH:2]([C:3](=[O:4])[O-:5])[CH2:8][c:9]1[cH:10][cH:11][c:12]([O:15][CH2:16][C:17]([c:18]2[cH:19][cH:20][cH:21][cH:22][cH:23]2)([CH3:24])[CH3:25])[cH:13][cH:14]1.[Na+:27].